Task: describe an organic reaction: reactants, conditions, products, and yield. Dataset: the Open Reaction Database (ORD), a public repository of structured organic reaction records Reactants: OCCCCCCO[C@@H]1CC2=CC[C@H]3[C@@H]4CC[C@H](C(C)=O)[C@]4(CC[C@@H]3[C@]2(CC1)C)C (pregn-5-en-20-one-3β-yl 6-hydroxyhexyl ether), C1(=CC=C(C=C1)S(=O)(=O)O)C (p-toluenesulfonic acid), C([O-])(O)=O.[Na+] (sodium bicarbonate). Solvent: O1CCCC=C1 (dihydropyran). Run at time 30 minute. Yields the product O1C(CCCC1)OCCCCCCO[C@@H]1CC2=CC[C@H]3[C@@H]4CC[C@H](C(C)=O)[C@]4(CC[C@@H]3[C@]2(CC1)C)C (Pregn-5-en-20-one-3β-yl 6-(2-tetrahydropyranyloxy)hexyl ether). RXN SMILES: [OH:1][CH2:2][CH2:3][CH2:4][CH2:5][CH2:6][CH2:7][O:8][C@H:9]1[CH2:28][CH2:27][C@@:26]2([CH3:29])[C:11](=[CH:12][CH2:13][C@@H:14]3[C@@H:25]2[CH2:24][CH2:23][C@@:22]2([CH3:30])[C@H:15]3[CH2:16][CH2:17][C@@H:18]2[C:19](=[O:21])[CH3:20])[CH2:10]1.[C:31]1(C)C=[CH:35][C:34](S(O)(=O)=O)=[CH:33][CH:32]=1.C(=O)(O)[O-:43].[Na+]>O1C=CCCC1>[O:43]1[CH2:35][CH2:34][CH2:33][CH2:32][CH:31]1[O:1][CH2:2][CH2:3][CH2:4][CH2:5][CH2:6][CH2:7][O:8][C@H:9]1[CH2:28][CH2:27][C@@:26]2([CH3:29])[C:11](=[CH:12][CH2:13][C@@H:14]3[C@@H:25]2[CH2:24][CH2:23][C@@:22]2([CH3:30])[C@H:15]3[CH2:16][CH2:17][C@@H:18]2[C:19](=[O:21])[CH3:20])[CH2:10]1 |f:2.3|. Procedure: A solution of pregn-5-en-20-one-3β-yl 6-hydroxyhexyl ether (6.22 g) and p-toluenesulfonic acid (20 mg) in dihydropyran (100 ml) was stirred at room temperature for 18 hours. Solid sodium bicarbonate (1 g) was added and the mixture stirred for 30 minutes. The mixture was filtered through a pad of silica gel which was subsequently washed with 50% ethyl acetate in hexanes. The solvent was removed by rotoevaporation to give the product as a clear colorless oil. TLC data and Rf values for compounds A... As a reaction SMILES: Br[CH2:2][CH2:3][CH2:4][CH2:5][CH2:6][CH2:7][CH2:8][N:9]1[C:13]([C:14]2[CH:19]=[CH:18][CH:17]=[CH:16][CH:15]=2)=[C:12]([C:20]2[CH:25]=[CH:24][CH:23]=[CH:22][CH:21]=2)[N:11]=[C:10]1[C:26]1[CH:31]=[CH:30][CH:29]=[CH:28][CH:27]=1.[C-:32]#[N:33].O>CS(C)=O>[C:32]([CH2:2][CH2:3][CH2:4][CH2:5][CH2:6][CH2:7][CH2:8][N:9]1[C:13]([C:14]2[CH:19]=[CH:18][CH:17]=[CH:16][CH:15]=2)=[C:12]([C:20]2[CH:25]=[CH:24][CH:23]=[CH:22][CH:21]=2)[N:11]=[C:10]1[C:26]1[CH:31]=[CH:30][CH:29]=[CH:28][CH:27]=1)#[N:33]. Procedure details: 1-(7-Bromoheptyl)-2,4,5-triphenylimidazole (7 g) in dry dimethylsulphoxide (15m1) was added over 20 minutes to a mixture of sodinto cyanide (0.87 g) in dimethyl-sulphoxide (25 ml ). The reaction was stirred at 40° C. for 1 hour. The cooled reaction mixture was poured into water (800 ml) and extracted with diethyl ether (4×100 ml). The extracts were combined, washed with water, dried over anhydrous magnesinm sulphate and evaporated to dryness in vacuo. Recrystallisation from dichloro-methane/hexa... Conditions: temperature 40 celsius, time 1 hour. Yield: 59.6%. Yields the product C(#N)CCCCCCCN1C(=NC(=C1C1=CC=CC=C1)C1=CC=CC=C1)C1=CC=CC=C1 (1-(7-cyanoheptyl)-2,4,5-triphenylimidazole). The reactants are O (water), BrCCCCCCCN1C(=NC(=C1C1=CC=CC=C1)C1=CC=CC=C1)C1=CC=CC=C1 (1-(7-Bromoheptyl)-2,4,5-triphenylimidazole), [C-]#N (cyanide). Solvent: CS(=O)C (dimethylsulphoxide), CS(=O)C (dimethyl-sulphoxide). Reactants: NaHCO3(sat) EtOAc, OC1=CC=C(C=C1)C(CNC(OC(C)(C)C)=O)C(=O)NC=1C=C2C=CN=CC2=CC1 (tert-butyl 2-(4-hydroxyphenyl)-3-(isoquinolin-6-ylamino)-3-oxopropylcarbamate), BrCC(=O)C1=CC=CC=C1 (2-bromoacetophenone), [H-].[Na+] (NaH). Solvent: CN(C)C=O (DMF). Run at temperature -35 celsius, time 30 minute. Product: C1=NC=CC2=CC(=CC=C12)NC(C(CNC(OC(C)(C)C)=O)C1=CC=C(C=C1)OCC(C1=CC=CC=C1)=O)=O (tert-butyl 3-(isoquinolin-6-ylamino)-3-oxo-2-(4-(2-oxo-2-phenylethoxy)phenyl)propylcarbamate). Reaction SMILES: [OH:1][C:2]1[CH:7]=[CH:6][C:5]([CH:8]([C:18]([NH:20][C:21]2[CH:22]=[C:23]3[C:28](=[CH:29][CH:30]=2)[CH:27]=[N:26][CH:25]=[CH:24]3)=[O:19])[CH2:9][NH:10][C:11](=[O:17])[O:12][C:13]([CH3:16])([CH3:15])[CH3:14])=[CH:4][CH:3]=1.[H-].[Na+].Br[CH2:34][C:35]([C:37]1[CH:42]=[CH:41][CH:40]=[CH:39][CH:38]=1)=[O:36]>CN(C=O)C>[CH:27]1[C:28]2[C:23](=[CH:22][C:21]([NH:20][C:18](=[O:19])[CH:8]([C:5]3[CH:6]=[CH:7][C:2]([O:1][CH2:34][C:35](=[O:36])[C:37]4[CH:42]=[CH:41][CH:40]=[CH:39][CH:38]=4)=[CH:3][CH:4]=3)[CH2:9][NH:10][C:11](=[O:17])[O:12][C:13]([CH3:14])([CH3:16])[CH3:15])=[CH:30][CH:29]=2)[CH:24]=[CH:25][N:26]=1 |f:1.2|. Procedure details: To tert-butyl 2-(4-hydroxyphenyl)-3-(isoquinolin-6-ylamino)-3-oxopropylcarbamate (E249) in DMF cooled to −35° C. was added NaH and the solution was stirred at −35° C. for 30 min. Then, 2-bromoacetophenone was added and the solution was warmed and stirred at 0° C. for 2 h. The solution was poured into NaHCO3(sat)/EtOAc and further extracted with EtOAc. The combined organics were dried (Na2SO4), filtered, and evaporated. Column chromatography (SiO2, 3% MeOH/CH2Cl2) gave tert-butyl 3-(isoquinolin-6... Reactants: O=C1N(C(C2=CC=CC=C12)=O)C(CC(=O)NN=C=O)C1=CC(=C(C=C1)OC)OCC (3-(1,3-dioxoisoindolin-2-yl)-N-carbonylamino-3-(3-ethoxy-4-methoxyphenyl)propanamide), P(=O)(Cl)(Cl)Cl (phosphorus oxychloride), O (water). Run in CCOCC (ether), C(C)#N (acetonitrile). Yields the product C(C)OC=1C=C(C=CC1OC)C(CC=1OC=NN1)N1C(C2=CC=CC=C2C1=O)=O (2-[1-(3-ethoxy-4-methoxyphenyl)-2-(1,3,4-oxadiazol-2-yl)ethyl]isoindoline-1,3-dione). Isolated yield 43.5%. RXN SMILES: [O:1]=[C:2]1[C:10]2[C:5](=[CH:6][CH:7]=[CH:8][CH:9]=2)[C:4](=[O:11])[N:3]1[CH:12]([C:20]1[CH:25]=[CH:24][C:23]([O:26][CH3:27])=[C:22]([O:28][CH2:29][CH3:30])[CH:21]=1)[CH2:13][C:14]([NH:16][N:17]=[C:18]=[O:19])=O.P(Cl)(Cl)(Cl)=O.O>C(#N)C.CCOCC>[CH2:29]([O:28][C:22]1[CH:21]=[C:20]([CH:12]([N:3]2[C:2](=[O:1])[C:10]3[C:5](=[CH:6][CH:7]=[CH:8][CH:9]=3)[C:4]2=[O:11])[CH2:13][C:14]2[O:19][CH:18]=[N:17][N:16]=2)[CH:25]=[CH:24][C:23]=1[O:26][CH3:27])[CH3:30]. Procedure details: A mixture of 3-(1,3-dioxoisoindolin-2-yl)-3-(3-ethoxy-4-methoxyphenyl)propanoic acid (3.0 g, 8.1 mmol) and carbonyidiimidazole (1.45 g, 8.94 mmol) in tetrahydrofuran (15 mL) was stirred at room temperature for 2 hours. To the solution was added formic hydrazide (644 mg, 10.7 mmol). The mixture was stirred for 18 hours. The resulting suspension was filtered and washed with ether. The isolated solid was stirred in a mixture of ethyl acetate (40 mL) and water (10 mL) for 1 hour. The suspension was ... Starting materials: CN1CCCC1=O, Clc1cnccn1, O, CC(=O)Nc1nc2c(s1)CNCC2. Yields the product CC(=O)Nc1nc2c(s1)CN(c1cnccn1)CC2. RXN SMILES: [CH3:22][N:23]1[CH2:24][CH2:25][CH2:26][C:27]1=[O:28].[Cl:14][c:15]1[n:16][cH:17][cH:18][n:19][cH:20]1.[OH2:21].[n:1]1[c:2]([NH:10][C:11]([CH3:12])=[O:13])[s:3][c:4]2[c:9]1[CH2:8][CH2:7][NH:6][CH2:5]2>>[n:1]1[c:2]([NH:10][C:11]([CH3:12])=[O:13])[s:3][c:4]2[c:9]1[CH2:8][CH2:7][N:6]([c:15]1[n:16][cH:17][cH:18][n:19][cH:20]1)[CH2:5]2. The reactants are CCO, Cl, [Fe], Nc1ncc(Br)cc1[N+](=O)[O-], [Na+], [OH-]. Product: Nc1cc(Br)cnc1N. Reaction SMILES: [CH3:16][CH2:17][OH:18].[ClH:12].[Fe:15].[NH2:1][c:2]1[n:3][cH:4][c:5]([Br:11])[cH:6][c:7]1[N+:8]([O-:9])=[O:10].[Na+:14].[OH-:13]>>[NH2:1][c:2]1[n:3][cH:4][c:5]([Br:11])[cH:6][c:7]1[NH2:8]. Reactants: O=C1CCC2=CC(=CC=C12)OC1=NC=C(C(=O)N)C=C1 (6-(1-Oxo-indan-5-yloxy)-nicotinamide), Ti(iPrO)4, [BH3-]C#N.[Na+] (NaBH3CN), O=C1CCC2=CC(=CC=C12)OC1=NC=C(C(=O)N)C=C1 (6-(1-Oxo-indan-5-yloxy)-nicotinamide), C1(=CC=CC=C1)C(CN)C1=CC=CC=C1 (2,2-diphenylethylamine). Reagents/catalysts: Cl[Ti](Cl)(Cl)Cl (TiCl4). Yields the product C1(=CC=CC=C1)C(CNC1CCC2=CC(=CC=C12)OC1=NC=C(C(=O)N)C=C1)C1=CC=CC=C1 (6-[1-(2,2-Diphenyl-ethylamino)-indan-5-yloxy]-nicotinamide). Isolated yield 67.6%. Reaction SMILES: O=[C:2]1[C:10]2[C:5](=[CH:6][C:7]([O:11][C:12]3[CH:20]=[CH:19][C:15]([C:16]([NH2:18])=[O:17])=[CH:14][N:13]=3)=[CH:8][CH:9]=2)[CH2:4][CH2:3]1.[C:21]1([CH:27]([C:30]2[CH:35]=[CH:34][CH:33]=[CH:32][CH:31]=2)[CH2:28][NH2:29])[CH:26]=[CH:25][CH:24]=[CH:23][CH:22]=1.[BH3-]C#N.[Na+]>Cl[Ti](Cl)(Cl)Cl>[C:30]1([CH:27]([C:21]2[CH:22]=[CH:23][CH:24]=[CH:25][CH:26]=2)[CH2:28][NH:29][CH:2]2[C:10]3[C:5](=[CH:6][C:7]([O:11][C:12]4[CH:20]=[CH:19][C:15]([C:16]([NH2:18])=[O:17])=[CH:14][N:13]=4)=[CH:8][CH:9]=3)[CH2:4][CH2:3]2)[CH:31]=[CH:32][CH:33]=[CH:34][CH:35]=1 |f:2.3|. Procedure: Using a method similar to Example 1, using 6-(1-oxo-indan-5-yloxy)nicotinamide (Intermediate 4, 536 mg, 2.00 mmol), 2,2-diphenylethylamine (473 mg, 2.40 mmol), Ti(iPrO)4 (1.14 g, 4.00 mmol), TiCl4 (1.0M/DCM, 4.00 ml, 4.00 mmol), and NaBH3CN (251 mg, 4.00 mmol) gives the title compound (608 mg) as a white solid. Mass spectrum (ion spray): m/z=450 (M+1); 1HNMR (CDCl3): 8.57 (s, 1H), 8.14 (d, 1H), 7.33-7.18 (m, 1H), 6.98-6.90 (m, 3H), 5.85 (br. s, 2H), 4.33-4.23 (m, 2H), 3.41-3.31 (m, 2H), 2.95 (m,...